From a dataset of the Open Reaction Database (ORD), a public repository of structured organic reaction records. describe an organic reaction: reactants, conditions, products, and yield As a reaction SMILES: [CH3:1][S:2]([O:5][C@H:6]1[CH2:10][N:9]([C:11]([O:13][CH2:14][C:15]2[CH:20]=[CH:19][C:18]([N+:21]([O-:23])=[O:22])=[CH:17][CH:16]=2)=[O:12])[C@H:8]([C:24](=[S:26])[NH2:25])[CH2:7]1)(=[O:4])=[O:3].Br[CH2:28][C:29](=O)[C:30]([O:32]CC)=[O:31]>ClCCl.C(O)C>[C:30]([C:29]1[N:25]=[C:24]([C@@H:8]2[CH2:7][C@@H:6]([O:5][S:2]([CH3:1])(=[O:4])=[O:3])[CH2:10][N:9]2[C:11]([O:13][CH2:14][C:15]2[CH:16]=[CH:17][C:18]([N+:21]([O-:23])=[O:22])=[CH:19][CH:20]=2)=[O:12])[S:26][CH:28]=1)([OH:32])=[O:31]. Conditions: time 2 hour. The solvent is ClCCl (dichloromethane), C(C)O (ethanol). Procedure: To a solution of (2S, 4R)-4-methanesulfonyloxy-1-(4-nitrobenzyloxycarbonyl) -2-thiocarbamoylpyrrolidine (2.0 g) in dichloromethane (40 ml) was added a solution of ethyl bromopyruvate (1.04 ml) in absolute ethanol (10 ml) at 0° C. After stirring at room temperature for 2 hours, the mixture was evaporated. The residue was dissolved in ethyl acetate, and washed with saturated sodium bicarbonate and brine successively. The dried organic layer was evaporated and the residue was dissolved in tetrahydr... Reactants: CS(=O)(=O)O[C@@H]1C[C@H](N(C1)C(=O)OCC1=CC=C(C=C1)[N+](=O)[O-])C(N)=S ((2S, 4R)-4-methanesulfonyloxy-1-(4-nitrobenzyloxycarbonyl) -2-thiocarbamoylpyrrolidine), BrCC(C(=O)OCC)=O (ethyl bromopyruvate). Product: C(=O)(O)C=1N=C(SC1)[C@H]1N(C[C@@H](C1)OS(=O)(=O)C)C(=O)OCC1=CC=C(C=C1)[N+](=O)[O-] ((2S,4R)-2- (4-carboxythiazol-2-yl)-4-methanesulfonyloxy-1-(4-nitrobenzyloxycarbonyl) pyrrolidine). The reactants are FC1=C(C=CC=C1)C1=NC2=NC=CC=C2C(=C1)C1=C2C=CN=CC2=C(C=C1)[N+](=O)[O-] (2-(2-fluoro-phenyl)-4-(8-nitro-isoquinolin-5-yl)-[1,8]naphthyridine), C[O-].[K+] (potassium methylate). Solvent: CO (methanol). Run at temperature 60 celsius, time 18 hour. The product is FC1=C(C=CC=C1)C1=NC2=NC=CC=C2C(=C1)C1=C2C=CN=CC2=C(C=C1)OC (2-(2-fluoro-phenyl)-4-(8-methoxy-isoquinolin-5-yl)-[1,8]naphthyridine). RXN SMILES: [F:1][C:2]1[CH:7]=[CH:6][CH:5]=[CH:4][C:3]=1[C:8]1[CH:17]=[C:16]([C:18]2[CH:27]=[CH:26][C:25]([N+]([O-])=O)=[C:24]3[C:19]=2[CH:20]=[CH:21][N:22]=[CH:23]3)[C:15]2[C:10](=[N:11][CH:12]=[CH:13][CH:14]=2)[N:9]=1.[CH3:31][O-:32].[K+]>CO>[F:1][C:2]1[CH:7]=[CH:6][CH:5]=[CH:4][C:3]=1[C:8]1[CH:17]=[C:16]([C:18]2[CH:27]=[CH:26][C:25]([O:32][CH3:31])=[C:24]3[C:19]=2[CH:20]=[CH:21][N:22]=[CH:23]3)[C:15]2[C:10](=[N:11][CH:12]=[CH:13][CH:14]=2)[N:9]=1 |f:1.2|. Procedure details: A slurry of 50 mg (0.126 mmol) 2-(2-fluoro-phenyl)-4-(8-nitro-isoquinolin-5-yl)-[1,8]naphthyridine (synthesis see example 6) in 1 ml methanol was treated with 26.5 mg (3.0 mmol) potassium methylate. The mixture was stirred at 60° C. under nitrogen for 18 hours. The reaction mixture was cooled to room temperature. The solid was filtered off, washed with little methanol and dried under vacuum yielding 2-(2-fluoro-phenyl)-4-(8-methoxy-isoquinolin-5-yl)-[1,8]naphthyridine as colourless solid; HPLC/M... Reactants: Oc1ccc2cc(CNCc3ccccc3)ccc2c1, ClCCl, CNCc1ccc2cc(O)ccc2c1, Cc1oc2ccccc2c1C(=O)Cl, CCOC(C)=O. The product is Cc1oc2ccccc2c1C(=O)N(Cc1ccccc1)Cc1ccc2cc(O)ccc2c1. As a reaction SMILES: [CH2:28]([c:29]1[cH:30][cH:31][cH:32][cH:33][cH:34]1)[NH:35][CH2:36][c:37]1[cH:38][c:39]2[cH:40][cH:41][c:42]([OH:47])[cH:43][c:44]2[cH:45][cH:46]1.[CH2:54]([Cl:55])[Cl:56].[CH3:14][NH:15][CH2:16][c:17]1[cH:18][c:19]2[c:20]([cH:21][cH:22]1)[cH:23][c:24]([OH:25])[cH:26][cH:27]2.[CH3:1][c:2]1[o:3][c:4]2[c:5]([c:6]1[C:7](=[O:8])[Cl:9])[cH:10][cH:11][cH:12][cH:13]2.[CH3:48][CH2:49][O:50][C:51](=[O:52])[CH3:53]>>[CH3:1][c:2]1[o:3][c:4]2[c:5]([c:6]1[C:7](=[O:8])[N:35]([CH2:28][c:29]1[cH:30][cH:31][cH:32][cH:33][cH:34]1)[CH2:36][c:37]1[cH:38][c:39]3[cH:40][cH:41][c:42]([OH:47])[cH:43][c:44]3[cH:45][cH:46]1)[cH:10][cH:11][cH:12][cH:13]2. Reactants: CCN(C(C)C)C(C)C, Clc1cc(Cl)nc(Cl)n1, Nc1ccccc1, C1CCOC1. Product: Clc1cc(Cl)nc(Nc2ccccc2)n1. RXN SMILES: [CH:17]([N:18]([CH2:19][CH3:20])[CH:21]([CH3:22])[CH3:23])([CH3:24])[CH3:25].[Cl:1][c:2]1[n:3][c:4]([Cl:9])[cH:5][c:6]([Cl:8])[n:7]1.[NH2:10][c:11]1[cH:12][cH:13][cH:14][cH:15][cH:16]1.[O:26]1[CH2:27][CH2:28][CH2:29][CH2:30]1>>[c:2]1([NH:10][c:11]2[cH:12][cH:13][cH:14][cH:15][cH:16]2)[n:3][c:4]([Cl:9])[cH:5][c:6]([Cl:8])[n:7]1.